Dataset: the Open Reaction Database (ORD), a public repository of structured organic reaction records. Task: describe an organic reaction: reactants, conditions, products, and yield Starting materials: BrC1=CC=C2NC(C(=NC2=C1)C(=O)OCC)=O (ethyl 7-bromo-3,4-dihydro-3-oxoquinoxaline-2-carboxylate), [N+](=O)(O)[O-] (nitric acid), O (water). Solvent: C(C)(=O)O (acetic acid). Reaction conditions: time 2 hour. The product is BrC1=C(C=C2NC(C(=NC2=C1)C(=O)OCC)=O)[N+](=O)[O-] (Ethyl 7-bromo-3,4-dihydro-6-nitro-3-oxoquinoxaline-2-carboxylate). The yield is 93.2%. RXN SMILES: [Br:1][C:2]1[CH:11]=[C:10]2[C:5]([NH:6][C:7](=[O:17])[C:8]([C:12]([O:14][CH2:15][CH3:16])=[O:13])=[N:9]2)=[CH:4][CH:3]=1.[N+:18]([O-])([OH:20])=[O:19].O>C(O)(=O)C>[Br:1][C:2]1[CH:11]=[C:10]2[C:5]([NH:6][C:7](=[O:17])[C:8]([C:12]([O:14][CH2:15][CH3:16])=[O:13])=[N:9]2)=[CH:4][C:3]=1[N+:18]([O-:20])=[O:19]. Procedure details: To a solution of ethyl 7-bromo-3,4-dihydro-3-oxoquinoxaline-2-carboxylate (2.60 g, 8.75 mmol) in acetic acid (35 ml) was added dropwise fuming nitric acid (1.40 ml, 31.5 mmol) at 60° C., and the mixture was stirred for 2 hours at the same temperature. The reaction mixture was poured into water (300 ml). The precipitate was collected by filtration, washed with water, and then air-dried to obtain 2.79 g of the title compound as yellow powder. Yield 93%. Reactants: C(C1=CC=CC=C1)NC1=C(C=NC=2N1N=CC2C(=O)O)C(=O)N2CCC1(CC2)COC2=C1C=CC=C2F (7-Benzylamino-6-(7-fluoro-2H-spiro[benzofuran-3,4′-piperidine]-1′-ylcarbonyl)pyrazolo[1,5-a]pyrimidine-3-carboxylic acid), CS(=O)(=O)N (methanesulfonamide). Product: C(C1=CC=CC=C1)NC1=C(C=NC=2N1N=CC2C(=O)NS(=O)(=O)C)C(=O)N2CCC1(CC2)COC2=C1C=CC=C2F (N-[7-Benzylamino-6-(7-fluoro-2H-spiro[benzofuran-3,4′-piperidine]-1′-ylcarbonyl)pyrazolo[1,5-a]pyrimidine-3-carbonyl]methanesulfonamide). Isolated yield 6.0%. Reaction SMILES: [CH2:1]([NH:8][C:9]1[N:14]2[N:15]=[CH:16][C:17]([C:18](O)=[O:19])=[C:13]2[N:12]=[CH:11][C:10]=1[C:21]([N:23]1[CH2:28][CH2:27][C:26]2([C:32]3[CH:33]=[CH:34][CH:35]=[C:36]([F:37])[C:31]=3[O:30][CH2:29]2)[CH2:25][CH2:24]1)=[O:22])[C:2]1[CH:7]=[CH:6][CH:5]=[CH:4][CH:3]=1.[CH3:38][S:39]([NH2:42])(=[O:41])=[O:40]>>[CH2:1]([NH:8][C:9]1[N:14]2[N:15]=[CH:16][C:17]([C:18]([NH:42][S:39]([CH3:38])(=[O:41])=[O:40])=[O:19])=[C:13]2[N:12]=[CH:11][C:10]=1[C:21]([N:23]1[CH2:28][CH2:27][C:26]2([C:32]3[CH:33]=[CH:34][CH:35]=[C:36]([F:37])[C:31]=3[O:30][CH2:29]2)[CH2:25][CH2:24]1)=[O:22])[C:2]1[CH:3]=[CH:4][CH:5]=[CH:6][CH:7]=1. Reported procedure: In the same manner as in Example 1, step 6 and using 7-benzylamino-6-(7-fluoro-2H-spiro[benzofuran-3,4′-piperidine]-1′-ylcarbonyl)pyrazolo[1,5-a]pyrimidine-3-carboxylic acid (0.075 g, 0.746 mmol) obtained in step 4 and methanesulfonamide (0.071 g, 0.749 mmol), the title compound (0.026 g, 30%) was obtained. Yields the product [Cl-].C(CCCCC)[N+]1=CN(C=C1)C (1-hexyl-3-methyl Imidazolium Chloride). Starting materials: CN1C=NC=C1 (1-methylimidazole), ClCCCCCC (1-chlorohexane). Conditions: temperature 100 celsius, time 4 hour. Procedure details: Dry 1-methylimidazole (9.03 g, 0.11 mol) was mixed with 1-chlorohexane (12.06 g, 0.1 mol) and placed in a Corius tube inside a dry box. The Corius tube was then closed using a super seal in the dry box and sealed under vacuum. The two components formed two layers, inside the Corius tube, and this mixture was heated at 100° C. for a week. The resulting product was allowed to cool to room temperature when it formed a viscous product. The viscous product was transferred from the dry box to a Schlen... RXN SMILES: [CH3:1][N:2]1[CH:6]=[CH:5][N:4]=[CH:3]1.[Cl:7][CH2:8][CH2:9][CH2:10][CH2:11][CH2:12][CH3:13]>>[Cl-:7].[CH2:8]([N+:4]1[CH:5]=[CH:6][N:2]([CH3:1])[CH:3]=1)[CH2:9][CH2:10][CH2:11][CH2:12][CH3:13] |f:2.3|. Starting materials: C1CCOC1, C1COCCO1, C[Si](C)(C)[N-][Si](C)(C)C, C[Si](C)(C)[N-][Si](C)(C)C, O=C(NC1CCCCC1)c1ccc(Cl)nc1Cl, OCCc1ccc(F)cc1, [Na+], [Na+]. Product: O=C(NC1CCCCC1)c1ccc(Cl)nc1OCCc1ccc(F)cc1. RXN SMILES: [CH2:48]1[O:49][CH2:50][CH2:51][CH2:52]1.[CH2:53]1[O:54][CH2:55][CH2:56][O:57][CH2:58]1.[CH3:28][Si:29]([CH3:30])([CH3:31])[N-:32][Si:33]([CH3:34])([CH3:35])[CH3:36].[CH3:39][Si:40]([N-:41][Si:42]([CH3:43])([CH3:44])[CH3:45])([CH3:46])[CH3:47].[Cl:1][c:2]1[n:3][c:4]([Cl:17])[cH:5][cH:6][c:7]1[C:8](=[O:9])[NH:10][CH:11]1[CH2:12][CH2:13][CH2:14][CH2:15][CH2:16]1.[F:18][c:19]1[cH:20][cH:21][c:22]([CH2:23][CH2:24][OH:25])[cH:26][cH:27]1.[Na+:37].[Na+:38]>>[c:2]1([O:25][CH2:24][CH2:23][c:22]2[cH:21][cH:20][c:19]([F:18])[cH:27][cH:26]2)[n:3][c:4]([Cl:17])[cH:5][cH:6][c:7]1[C:8](=[O:9])[NH:10][CH:11]1[CH2:12][CH2:13][CH2:14][CH2:15][CH2:16]1. Reactants: C(C)OC(=O)C=1C(=NC2=CC(=CC=C2C1C)Br)C1CC1 (7-bromo-2-cyclopropyl-4-methylquinoline-3-carboxylic acid ethyl ester), C[Al](C)C (Me3Al), FC1=CC=C(CN)C=C1 (4-fluorobenzylamine), CCOC(=O)C.C1CCCCC1 (EtOAc cyclohexane). Solvent: C1(=CC=CC=C1)C (toluene). Run at temperature 120 celsius. Yields the product BrC1=CC=C2C(=C(C(=NC2=C1)C1CC1)C(=O)NCC1=CC=C(C=C1)F)C (7-Bromo-2-cyclopropyl-N-[(4-fluorophenyl)-methyl]-4-methyl-quinoline-3-carboxylic acid amide). Yield: 73.6%. As a reaction SMILES: C(O[C:4]([C:6]1[C:7]([CH:18]2[CH2:20][CH2:19]2)=[N:8][C:9]2[C:14]([C:15]=1[CH3:16])=[CH:13][CH:12]=[C:11]([Br:17])[CH:10]=2)=[O:5])C.C[Al](C)C.[F:25][C:26]1[CH:33]=[CH:32][C:29]([CH2:30][NH2:31])=[CH:28][CH:27]=1.CCOC(C)=O.C1CCCCC1>C1(C)C=CC=CC=1>[Br:17][C:11]1[CH:10]=[C:9]2[C:14]([C:15]([CH3:16])=[C:6]([C:4]([NH:31][CH2:30][C:29]3[CH:32]=[CH:33][C:26]([F:25])=[CH:27][CH:28]=3)=[O:5])[C:7]([CH:18]3[CH2:19][CH2:20]3)=[N:8]2)=[CH:13][CH:12]=1 |f:3.4|. Procedure details: To a stirred solution of 1.0 g (2.99 mmol) 7-bromo-2-cyclopropyl-4-methylquinoline-3-carboxylic acid ethyl ester in toluene (10 ml) were added 10.5 ml (2M solution in toluene, 20.9 mmol) Me3Al at RT followed by the addition of 3.74 g (29.9 mmol) 4-fluorobenzylamine. The reaction mixture was heated at 120° C. for 16 h. Then the reaction was quenched with water (15 ml) and extracted with EtOAc (3×30 ml). The combined organic layers were washed with 2N aq. HCl and brine, dried over MgSO4 and concen... The reactants are CCCc1cc(N)c(N)cn1, CC(=O)OC(C)=O, ClCCl, Cl, [Na+], O=C([O-])O, CN(C)C=O, c1ccncc1. The product is CCCc1cc(N)c(NC(C)=O)cn1. RXN SMILES: [CH2:2]([CH2:3][CH3:4])[c:5]1[cH:6][c:7]([NH2:12])[c:8]([NH2:11])[cH:9][n:10]1.[CH3:19][C:20](=[O:21])[O:22][C:23]([CH3:24])=[O:25].[Cl:31][CH2:32][Cl:33].[ClH:1].[Na+:30].[O-:26][C:27]([OH:28])=[O:29].[O:34]=[CH:35][N:36]([CH3:37])[CH3:38].[cH:13]1[cH:14][cH:15][n:16][cH:17][cH:18]1>>[CH2:2]([CH2:3][CH3:4])[c:5]1[cH:6][c:7]([NH2:12])[c:8]([NH:11][C:20]([CH3:19])=[O:21])[cH:9][n:10]1. Starting materials: C(C)(C)[N-]C(C)C.[Li+] (lithium diisopropylamide), CN1N=C(C2=C(C1=O)C=CS2)CC(C)C (5-Methyl-7-(2-methylpropyl)thieno[2,3-d]pyridazin-4(5H)-one), C(O)([O-])=O.[Na+] (sodium hydrogen carbonate), FC(C1=C(C=O)C=CC=C1)(F)F (2-trifluoromethylbenzaldehyde). The solvent is O1CCCC1.CCCCCC (tetrahydrofuran hexane), O1CCCC1 (tetrahydrofuran). Conditions: temperature -78 celsius, time 5 minute. Product: FC(C1=C(C=CC=C1)CC1=CC2=C(C(=NN(C2=O)C)CC(C)C)S1)(F)F (2-(2-Trifluoromethylphenyl)methyl-5-methyl-7-(2-methylpropyl)thieno[2,3-d]pyridazin-4(5H)-one). Isolated yield 3.2%. RXN SMILES: C([N-]C(C)C)(C)C.[Li+].[CH3:9][N:10]1[C:15](=[O:16])[C:14]2[CH:17]=[CH:18][S:19][C:13]=2[C:12]([CH2:20][CH:21]([CH3:23])[CH3:22])=[N:11]1.[F:24][C:25]([F:35])([F:34])[C:26]1[CH:33]=[CH:32][CH:31]=[CH:30][C:27]=1[CH:28]=O.C(=O)([O-])O.[Na+]>O1CCCC1.CCCCCC.O1CCCC1>[F:24][C:25]([F:34])([F:35])[C:26]1[CH:33]=[CH:32][CH:31]=[CH:30][C:27]=1[CH2:28][C:18]1[S:19][C:13]2[C:12]([CH2:20][CH:21]([CH3:23])[CH3:22])=[N:11][N:10]([CH3:9])[C:15](=[O:16])[C:14]=2[CH:17]=1 |f:0.1,4.5,6.7|. Reported procedure: A solution of lithium diisopropylamide (11.3 mmol) in tetrahydrofuran/hexane (2:1, 16 ml) was added dropwise to a solution of 5-methyl-7-(2-methylpropyl)thieno[2,3-d]pyridazin-4(5H)-one (Example 6 step b, 1.00 g) in tetrahydrofuran (20 ml) at −78° C. under nitrogen. After 5 minutes, 2-trifluoromethylbenzaldehyde (1.57 g) was added. The mixture was stirred at −78° C. for 3 hours, then saturated sodium hydrogen carbonate solution (50 ml) was added, and the mixture was warmed to room temperature an...